From a dataset of the Open Reaction Database (ORD), a public repository of structured organic reaction records. describe an organic reaction: reactants, conditions, products, and yield Reaction SMILES: [NH2:1][C@H:2]([CH3:19])[C@:3]([C:11]1[CH:16]=[CH:15][C:14]([F:17])=[CH:13][C:12]=1[F:18])([OH:10])[CH2:4][N:5]1[CH:9]=[N:8][CH:7]=[N:6]1.[CH:20]1C=CC2N(O)N=NC=2C=1.[Cl:30][C:31]1[CH:32]=[C:33]([NH2:40])[C:34](=[CH:38][CH:39]=1)[C:35](O)=[O:36].C1CCC(N=C=NC2CCCCC2)CC1.C(O)(=O)C.C(N)=N>CN1C(=O)CCC1.O>[Cl:30][C:31]1[CH:32]=[C:33]2[C:34]([C:35](=[O:36])[N:1]([C@H:2]([CH3:19])[C@:3]([C:11]3[CH:16]=[CH:15][C:14]([F:17])=[CH:13][C:12]=3[F:18])([OH:10])[CH2:4][N:5]3[CH:9]=[N:8][CH:7]=[N:6]3)[CH:20]=[N:40]2)=[CH:38][CH:39]=1 |f:4.5|. Yield: 66.7%. Yields the product ClC1=CC=C2C(N(C=NC2=C1)[C@@H]([C@@](CN1N=CN=C1)(O)C1=C(C=C(C=C1)F)F)C)=O ((1R,2R)-7-Chloro-3-[2-(2,4-difluorophenyl)-2-hydroxy-1-methyl-3-(1H-1,2,4-triazol-1-yl)propyl]quinazolin-4(3H)-one). Reaction conditions: time 18 hour. The solvent is O (Water), CN1CCCC1=O (NMP). Procedure details: To a solution of (2R,3R)-3-amino-2-(2,4-difluorophenyl)-1-(1H-1,2,4-triazol-1-yl)-2-butanol (250 mg, 0.93 mmol) (obtained as described in Bartroli et al J. Org. Chem, 1995, 60, 3000-3012) in NMP (5 mL) was added HOBT (132 mg, 0.98 mmol, 1.05 eq). Next, 4-chloroanthranilic acid (160 mg, 0.93 mmol, 1 eq) and DCC (202 mg, 0.98 mmol, 1.05 eq) was added and the mixture was stirred at room temperature for 18 h. Then, formamidine acetate (437 mg, 4.19 mmol, 4.5 eq) was added and the mixture was heated ... The reactants are C(C)(=O)O.C(=N)N (formamidine acetate), N[C@@H]([C@@](CN1N=CN=C1)(O)C1=C(C=C(C=C1)F)F)C ((2R,3R)-3-amino-2-(2,4-difluorophenyl)-1-(1H-1,2,4-triazol-1-yl)-2-butanol), C=1C=CC2=C(C1)N=NN2O (HOBT), ClC=1C=C(C(C(=O)O)=CC1)N (4-chloroanthranilic acid), C1CCC(CC1)N=C=NC2CCCCC2 (DCC). The reactants are Cl (HCl), ClC1=CC(=C(C=C1)NC(C)=O)F (N-(4-chloro-2-fluorophenyl)acetamide), FC(CI)(F)F (1,1,1-trifluoro-2-iodoethane), [Li]CCCC (n-BuLi). Solvent: C1CCOC1 (THF). Reaction conditions: temperature -65 celsius, time 2 hour. The product is ClC1=C(C=CC(=C1I)Cl)NC(C)=O (N-(2,4-dichloro-3-iodophenyl)acetamide). RXN SMILES: [Cl:1][C:2]1[CH:7]=[CH:6][C:5]([NH:8][C:9](=[O:11])[CH3:10])=[C:4](F)[CH:3]=1.[Li]CCCC.FC(F)(F)C[I:21].[ClH:24]>C1COCC1>[Cl:24][C:6]1[C:7]([I:21])=[C:2]([Cl:1])[CH:3]=[CH:4][C:5]=1[NH:8][C:9](=[O:11])[CH3:10]. Procedure: To a solution of N-(4-chloro-2-fluorophenyl)acetamide (30.0 g, 147 mmol) in THF (300 mL) at −70° C. is added dropwise (keeping the reaction temperature below −60° C.) n-BuLi (2.0 M in cyclohexane, 147 mL, 294 mmol). The reaction is stirred between −60 to −70° C. for 2 hours and 1,1,1-trifluoro-2-iodoethane (46.2 g, 220 mmol) is added dropwise at −70° C. The reaction mixture is stirred at this temperature for additional 1.5 hours before 3N HCl (108 mL) solution is added slowly. The mixture is all...